The task is: describe an organic reaction: reactants, conditions, products, and yield. This data is from the Open Reaction Database (ORD), a public repository of structured organic reaction records. Reactants: [Mg] (magnesium), C(C1=CC=CC=C1)Cl (benzyl chloride), II (iodine), BrCC (bromoethane), ice water, Cl (hydrochloric acid), C(C)(C)(C)C1CCC(C(CCC1)=O)O[SiH](C)C (5-(Tert-butyl)dimethylsilyloxy-1-cyclooctanone). The solvent is CCOCC (ether), O (water). Reaction conditions: temperature 40 celsius, time 3 hour. Yields the product C(C1=CC=CC=C1)C1(C(CCC(CCC1)C(C)(C)C)O[SiH](C)C)O (1-Benzyl-5-(tert-butyl)dimethylsilyloxy-1-cyclooctanol). Reaction SMILES: [Mg].II.BrCC.[CH2:7](Cl)[C:8]1[CH:13]=[CH:12][CH:11]=[CH:10][CH:9]=1.[C:15]([CH:19]1[CH2:26][CH2:25][CH2:24][C:23](=[O:27])[CH:22]([O:28][SiH:29]([CH3:31])[CH3:30])[CH2:21][CH2:20]1)([CH3:18])([CH3:17])[CH3:16].Cl>CCOCC.O>[CH2:7]([C:23]1([OH:27])[CH2:24][CH2:25][CH2:26][CH:19]([C:15]([CH3:17])([CH3:18])[CH3:16])[CH2:20][CH2:21][CH:22]1[O:28][SiH:29]([CH3:30])[CH3:31])[C:8]1[CH:13]=[CH:12][CH:11]=[CH:10][CH:9]=1. Procedure details: 1.2 g of magnesium was suspended in 40 ml of anhydrous ether, and the resulting suspension was warmed in the water bath at 40° C. A small piece of iodine crystal and a drop of bromoethane were added to the solution, followed by adding 5.7 ml of benzyl chloride dropwise slowly. To the resulting grayish white mixture, 4.0 g of the above product (a) was added. The resulting solution was stirred at 40° C. for three hours followed by at room temperature for further two days. The reaction solution was...